From a dataset of the Open Reaction Database (ORD), a public repository of structured organic reaction records. describe an organic reaction: reactants, conditions, products, and yield The reactants are CC(C)=O, CC(C)C(O)c1ccc(F)cc1. Yields the product CC(C)C(=O)c1ccc(F)cc1. RXN SMILES: [CH3:13][C:14](=[O:15])[CH3:16].[F:1][c:2]1[cH:3][cH:4][c:5]([CH:8]([CH:9]([CH3:10])[CH3:11])[OH:12])[cH:6][cH:7]1>>[F:1][c:2]1[cH:3][cH:4][c:5]([C:8]([CH:9]([CH3:10])[CH3:11])=[O:12])[cH:6][cH:7]1. Reactants: C1C(OCC(O1)(CO)O)(CO)O (dihydroxyacetone dimer), O1CCCC=C1 (3,4-dihydro-2H-pyran), C1(=CC=C(C=C1)S(=O)(=O)O)C (p-toluenesulfonic acid), ClCCl (dichloromethane). Solvent: CCCCCC.C(C)(=O)OCC (hexane ethyl acetate), C(C)OCC (diethyl ether). The product is O1C(CCCC1)OCC(COC1OCCCC1)=O (1,3-bis(2-tetrahydro-pyranyloxy)propan-2-one). Reaction SMILES: C1O[C:5]([OH:9])([CH2:7][OH:8])[CH2:4][O:3][C:2]1([OH:12])[CH2:10]O.[O:13]1[CH:18]=[CH:17][CH2:16][CH2:15][CH2:14]1.[C:19]1(C)[CH:24]=CC(S(O)(=O)=O)=C[CH:20]=1.ClCCl>CCCCCC.C(OCC)(=O)C.C(OCC)C>[O:13]1[CH2:14][CH2:15][CH2:16][CH2:17][CH:18]1[O:8][CH2:7][C:5](=[O:9])[CH2:4][O:3][CH:2]1[CH2:10][CH2:24][CH2:19][CH2:20][O:12]1 |f:4.5|. Procedure details: 9.0 g of dihydroxyacetone dimer, 21.0 g of 3,4-dihydro-2H-pyran and a catalytic amount of p-toluenesulfonic acid were added to 70 ml of dichloromethane and stirred under ice-cooling for 3 hours. After the completion of the reaction, 150 ml of diethyl ether was added thereto. The mixture was then washed with a saturated aqueous solution of sodium hydrogencarbonate and dried over anhydrous magnesium sulfate. After distilling off the solvent, the oily residue thus obtained was subjected to chromato...